Dataset: the Open Reaction Database (ORD), a public repository of structured organic reaction records. Task: describe an organic reaction: reactants, conditions, products, and yield Starting materials: C1(=CC=CC=C1)P(C1=CC=CC=C1)C1=CC=CC=C1 (triphenyl phosphine), CN1C2CCC1CC(C2)O (tropine), N(=NC(=O)OCC)C(=O)OCC (diethyl azodicarboxylate), polystyrene, C1(=CC=CC=C1)P(C1=CC=CC=C1)C1=CC=CC=C1 (triphenyl phosphine), N(=NC(=O)OCC)C(=O)OCC (diethyl azodicarboxylate), OC=1C=C2C=CNC(C2=CC1)=O (6-hydroxy-2H-isoquinolinone), CN1C2CCC1CC(C2)O (tropine). Solvent: ClCCl (dichloromethane), C(C)N(CC)CC (triethylamine). Reaction conditions: time 8 hour. The product is CN1C2CC(CC1CC2)OC=2C=C1C=CNC(C1=CC2)=O (6-(8-Methyl-8-aza-bicyclo[3.2.1]oct-3-yloxy)-2H-isoquinolin-1-one). Yield: 44.8%. Reaction SMILES: C1(P(C2C=CC=CC=2)C2C=CC=CC=2)C=CC=CC=1.N(C(OCC)=O)=NC(OCC)=O.[OH:32][C:33]1[CH:34]=[C:35]2[C:40](=[CH:41][CH:42]=1)[C:39](=[O:43])[NH:38][CH:37]=[CH:36]2.[CH3:44][N:45]1[CH:49]2[CH2:50][CH:51](O)[CH2:52][CH:46]1[CH2:47][CH2:48]2>C(N(CC)CC)C.ClCCl>[CH3:44][N:45]1[CH:49]2[CH2:48][CH2:47][CH:46]1[CH2:52][CH:51]([O:32][C:33]1[CH:34]=[C:35]3[C:40](=[CH:41][CH:42]=1)[C:39](=[O:43])[NH:38][CH:37]=[CH:36]3)[CH2:50]2. Procedure: 8 mL of dry dichloromethane were added to 814 mg (1.73 mmol) of polystyrene bound triphenyl phosphine. At 0° C. 234 μL (1.48 mmol) of diethyl azodicarboxylate were added. 200 mg (1.24 mmol) of 6-hydroxy-2H-isoquinolinone (66), 210 mg (1.49 mmol) of tropine and 261 μL of triethylamine were added and the reaction mixture was allowed to warm to room temperature and stirred overnight. Another 279 mg of PS-triphenyl phosphine, 43 mg of tropine, 26 μL of diethyl azodicarboxylate and 2 mL of dry dichlo... Reactants: ClC1C(OC(CC1=O)(C1CCCC1)CCC1=CC(=C(C=C1)OC)Cl)=O (3-chloro-6-[2-(3-chloro-4-methoxyphenyl)ethyl]-6-cyclopentyldihydro-2H-pyran-2,4(3 H)-dione), N1=CC(=CC=C1)C=1NC(=NN1)S (5-(3-pyridinyl)-4H-1,2,4-triazole-3-thiol). Product: ClC=1C=C(C=CC1OC)CCC1(CC(=C(C(O1)=O)SC1=NN=C(N1)C=1C=NC=CC1)O)C1CCCC1 (6-[2-(3-chloro-4-methoxyphenyl)ethyl]-6-cyclopentyl-4-hydroxy-3-[(5-pyridin-3-yl-4H-1,2,4-triazol-3-yl)thio]-5,6-dihydro-2H-pyran-2-one). RXN SMILES: Cl[CH:2]1[C:7](=[O:8])[CH2:6][C:5]([CH2:14][CH2:15][C:16]2[CH:21]=[CH:20][C:19]([O:22][CH3:23])=[C:18]([Cl:24])[CH:17]=2)([CH:9]2[CH2:13][CH2:12][CH2:11][CH2:10]2)[O:4][C:3]1=[O:25].[N:26]1[CH:31]=[CH:30][CH:29]=[C:28]([C:32]2[NH:33][C:34]([SH:37])=[N:35][N:36]=2)[CH:27]=1>>[Cl:24][C:18]1[CH:17]=[C:16]([CH2:15][CH2:14][C:5]2([CH:9]3[CH2:13][CH2:12][CH2:11][CH2:10]3)[O:4][C:3](=[O:25])[C:2]([S:37][C:34]3[NH:33][C:32]([C:28]4[CH:27]=[N:26][CH:31]=[CH:30][CH:29]=4)=[N:36][N:35]=3)=[C:7]([OH:8])[CH2:6]2)[CH:21]=[CH:20][C:19]=1[O:22][CH3:23]. Procedure: The title compound was prepared as described in Example C(70), where 3-chloro-6-[2-(3-chloro-4-methoxyphenyl)ethyl]-6-cyclopentyldihydro-2H-pyran-2,4(3 H)-dione was used in place of 3-chloro-6-[2-(5-chloro-2,4-dimethoxyphenyl)ethyl]6-cyclopentyldihydro-2H-pyran-2,4(3 H)-dione and 5-(3-pyridinyl)-4H-1,2,4-triazole-3-thiol was used in place of 6-hydroxy-8-mercaptopurine monohydrate. The reactants are N(=[N+]=[N-])C[C@@H]([C@@H](C=C)OCC1=CC=CC=C1)O ((2S,3R)-1-azido-3-benzyloxy-4-penten-2-ol), [H-].[Na+] (Sodium hydride), C(C1=CC=CC=C1)Br (benzyl bromide). Reagents/catalysts: [I-].C(CCC)[N+](CCCC)(CCCC)CCCC (tetrabutylammonium iodide). Run in C1CCOC1 (THF). Run at temperature 0 celsius, time 8 hour. Product: N(=[N+]=[N-])C[C@@H]([C@@H](C=C)OCC1=CC=CC=C1)OCC1=CC=CC=C1 ((3R,4S)-5-azido-3,4-bisbenzyloxy-pent-1-ene). Isolated yield 68.5%. As a reaction SMILES: [N:1]([CH2:4][C@H:5]([OH:17])[C@H:6]([O:9][CH2:10][C:11]1[CH:16]=[CH:15][CH:14]=[CH:13][CH:12]=1)[CH:7]=[CH2:8])=[N+:2]=[N-:3].[CH2:18](Br)[C:19]1[CH:24]=[CH:23][CH:22]=[CH:21][CH:20]=1.[H-].[Na+]>C1COCC1.[I-].C([N+](CCCC)(CCCC)CCCC)CCC>[N:1]([CH2:4][C@H:5]([O:17][CH2:18][C:19]1[CH:24]=[CH:23][CH:22]=[CH:21][CH:20]=1)[C@H:6]([O:9][CH2:10][C:11]1[CH:12]=[CH:13][CH:14]=[CH:15][CH:16]=1)[CH:7]=[CH2:8])=[N+:2]=[N-:3] |f:2.3,5.6|. Reported procedure: To a stirring solution of (2S,3R)-1-azido-3-benzyloxy-4-penten -2-ol (1) (250 μL, 1.07 mmol) in THF (50 mL) under argon was added tetrabutylammonium iodide (42 mg, 0.11 mmol) followed by benzyl bromide (155 μL, 1.27 mmol) and the reaction was cooled to 0° C. Sodium hydride (60% in mineral oil, 47 mg, 1.18 mmol) was added in small portions and the reaction was stirred overnight with warming to rt. The reaction was quenched with MeOH, filtered through Celite, and washed with Et2O. The organic solv... The reactants are O=C([O-])[O-], COC(=O)c1cc(CBr)ccc1[N+](=O)[O-], CCC(C)=O, CCOC(C)=O, [Cs+], [Cs+], [I-], [Li+], CC(C)(C)OC(=O)NC(=O)OC(C)(C)C, O. Yields the product COC(=O)c1cc(CN(C(=O)OC(C)(C)C)C(=O)OC(C)(C)C)ccc1[N+](=O)[O-]. As a reaction SMILES: [C:31](=[O:32])([O-:33])[O-:34].[CH3:1][O:2][C:3]([c:4]1[c:5]([N+:12](=[O:13])[O-:14])[cH:6][cH:7][c:8]([CH2:10][Br:11])[cH:9]1)=[O:15].[CH3:39][C:40](=[O:41])[CH2:42][CH3:43].[CH3:44][CH2:45][O:46][C:47](=[O:48])[CH3:49].[Cs+:35].[Cs+:36].[I-:37].[Li+:38].[NH:16]([C:17](=[O:18])[O:19][C:20]([CH3:21])([CH3:22])[CH3:23])[C:24](=[O:25])[O:26][C:27]([CH3:28])([CH3:29])[CH3:30].[OH2:50]>>[CH3:1][O:2][C:3]([c:4]1[c:5]([N+:12](=[O:13])[O-:14])[cH:6][cH:7][c:8]([CH2:10][N:16]([C:17](=[O:18])[O:19][C:20]([CH3:21])([CH3:22])[CH3:23])[C:24](=[O:25])[O:26][C:27]([CH3:28])([CH3:29])[CH3:30])[cH:9]1)=[O:15]. Starting materials: C(C)(C)(C)OC(=O)N1CC2=C(N=C(N=C2)C2=CC=CC=C2)CC1 (2-phenyl-7,8-dihydro-5H-pyrido[4,3-d]pyrimidine-6-carboxylic acid tert-butyl ester), Cl (hydrogen chloride). Solvent: C(C)(=O)OCC (ethyl acetate). Conditions: time 16 hour. Product: Cl.C1(=CC=CC=C1)C=1N=CC2=C(N1)CCNC2 (2-Phenyl-7,8-dihydro-5H-pyrido[4,3-d]pyrimidine hydrochloride). The yield is 100.0%. Reaction SMILES: C(OC([N:8]1[CH2:23][CH2:22][C:11]2[N:12]=[C:13]([C:16]3[CH:21]=[CH:20][CH:19]=[CH:18][CH:17]=3)[N:14]=[CH:15][C:10]=2[CH2:9]1)=O)(C)(C)C.[ClH:24]>C(OCC)(=O)C>[ClH:24].[C:16]1([C:13]2[N:14]=[CH:15][C:10]3[CH2:9][NH:8][CH2:23][CH2:22][C:11]=3[N:12]=2)[CH:17]=[CH:18][CH:19]=[CH:20][CH:21]=1 |f:3.4|. Procedure details: To a solution of 2-phenyl-7,8-dihydro-5H-pyrido[4,3-d]pyrimidine-6-carboxylic acid tert-butyl ester (prepared according to the method of Example 101, Step C, 304 mg, 0.98 mmol) in ethyl acetate (2 mL) was added hydrogen chloride (2.5 M in ethyl acetate, 3.9 mL, 9.76 mmol). This mixture was stirred at room temperature for 16 h and concentrated to give 256 mg (>100%) of the title compound of Example 101, Step D as a pale yellow solid. 1H NMR (CD3OD, 400 MHz) δ 8.75 (s, 1H), 8.42-8.38 (c, 2H), 7.51... Reactants: C1(CC1)C=1C(=CC(=C(C(=O)OC(C)(C)C)C1)F)OCC12CCC(CC2C1)O (tert-butyl 5-cyclopropyl-2-fluoro-4-((4-hydroxybicyclo-[4.1.0]heptan-1-yl)methoxy)benzoate), C(C)N(CC)S(F)(F)F (diethylaminosulfur trifluoride), FC(C(=O)O)(F)F (trifluoroacetic acid). Run in C(Cl)(Cl)Cl (chloroform). Conditions: time 16 hour. The product is C1(CC1)C=1C(=CC(=C(C(=O)O)C1)F)OCC12CCC(CC2C1)F (5-cyclopropyl-2-fluoro-4-((4-fluorobicyclo[4.1.0]heptan-1-yl)methoxy)benzoic acid). Isolated yield 60.5%. As a reaction SMILES: [CH:1]1([C:4]2[C:5]([O:18][CH2:19][C:20]34[CH2:26][CH:25]3[CH2:24][CH:23](O)[CH2:22][CH2:21]4)=[CH:6][C:7]([F:17])=[C:8]([CH:16]=2)[C:9]([O:11]C(C)(C)C)=[O:10])[CH2:3][CH2:2]1.C(N(S(F)(F)[F:34])CC)C.FC(F)(F)C(O)=O>C(Cl)(Cl)Cl>[CH:1]1([C:4]2[C:5]([O:18][CH2:19][C:20]34[CH2:26][CH:25]3[CH2:24][CH:23]([F:34])[CH2:22][CH2:21]4)=[CH:6][C:7]([F:17])=[C:8]([CH:16]=2)[C:9]([OH:11])=[O:10])[CH2:2][CH2:3]1. Reported procedure: To a solution of tert-butyl 5-cyclopropyl-2-fluoro-4-((4-hydroxybicyclo-[4.1.0]heptan-1-yl)methoxy)benzoate (0.13 g, 0.41 mmol) in chloroform (2 mL) was added diethylaminosulfur trifluoride (0.11 mL, 0.89 mmol). The reaction solution was stirred at ambient temperature for 16 h and quenched with slow addition of aqueous saturated sodium hydrogencarbonate. The reaction mixture was extracted with dichloromethane. The solvent was concentrated in vacuo to dryness. The residue (0.10 g) was dissolved i...